Dataset: the Open Reaction Database (ORD), a public repository of structured organic reaction records. Task: describe an organic reaction: reactants, conditions, products, and yield Reactants: [NH2-].[Na+] (sodium amide), Cl.FC1=CC=C(C=C1)NN ((4-Fluorophenyl)hydrazine hydrochloride), BrCC=1N=C(OC1)C1=CC=CC=C1 (4-(bromomethyl)-2-phenyloxazole). The solvent is O1CCCC1 (tetrahydrofuran). Conditions: temperature 50 celsius, time 5 minute. Yields the product FC1=CC=C(C=C1)N(N)CC=1N=C(OC1)C1=CC=CC=C1 (4-((1-(4-fluorophenyl)hydrazinyl)methyl)-2-phenyloxazole). As a reaction SMILES: [NH2-].[Na+].Cl.[F:4][C:5]1[CH:10]=[CH:9][C:8]([NH:11][NH2:12])=[CH:7][CH:6]=1.Br[CH2:14][C:15]1[N:16]=[C:17]([C:20]2[CH:25]=[CH:24][CH:23]=[CH:22][CH:21]=2)[O:18][CH:19]=1>O1CCCC1>[F:4][C:5]1[CH:10]=[CH:9][C:8]([N:11]([CH2:14][C:15]2[N:16]=[C:17]([C:20]3[CH:21]=[CH:22][CH:23]=[CH:24][CH:25]=3)[O:18][CH:19]=2)[NH2:12])=[CH:7][CH:6]=1 |f:0.1,2.3|. Procedure details: A flask containing tetrahydrofuran (2.0 mL) was charged with sodium amide (152 mg, 3.69 mmol; Aldrich) and chilled to 0° C. (4-Fluorophenyl)hydrazine hydrochloride (400 mg, 2.46 mmol; Aldrich) was added in portions. After 5 minutes, the solid had completely dissolved and the ice bath was removed. Stirring was continued for 1 hour, then the solution was chilled again in an ice bath and 4-(bromomethyl)-2-phenyloxazole (586 mg, 2.46 mmol; Anichem) was added dropwise. After 30 minutes, the ice bath ... Reactants: O=C([O-])O, CN1CCCC1=O, N#Cc1ccc(F)cc1, [H-], [Na+], [Na+], CC(=O)N1CCCC1c1cc2c(cc1O)nc(-c1ccccn1)n2COCC[Si](C)(C)C. Product: CC(=O)N1CCCC1c1cc2c(cc1Oc1ccc(C#N)cc1)nc(-c1ccccn1)n2COCC[Si](C)(C)C. As a reaction SMILES: [C:44](=[O:45])([OH:46])[O-:47].[CH3:49][N:50]1[CH2:51][CH2:52][CH2:53][C:54]1=[O:55].[F:35][c:36]1[cH:37][cH:38][c:39]([C:42]#[N:43])[cH:40][cH:41]1.[H-:1].[Na+:2].[Na+:48].[OH:3][c:4]1[c:5]([CH:27]2[N:28]([C:32]([CH3:33])=[O:34])[CH2:29][CH2:30][CH2:31]2)[cH:6][c:7]2[c:8]([n:9][c:10](-[c:20]3[n:21][cH:22][cH:23][cH:24][cH:25]3)[n:11]2[CH2:12][O:13][CH2:14][CH2:15][Si:16]([CH3:17])([CH3:18])[CH3:19])[cH:26]1>>[O:3]([c:4]1[c:5]([CH:27]2[N:28]([C:32]([CH3:33])=[O:34])[CH2:29][CH2:30][CH2:31]2)[cH:6][c:7]2[c:8]([n:9][c:10](-[c:20]3[n:21][cH:22][cH:23][cH:24][cH:25]3)[n:11]2[CH2:12][O:13][CH2:14][CH2:15][Si:16]([CH3:17])([CH3:18])[CH3:19])[cH:26]1)[c:36]1[cH:37][cH:38][c:39]([C:42]#[N:43])[cH:40][cH:41]1. Starting materials: Cc1cccc(O)c1, CC(NC(=O)c1cc(Cl)cnc1Cl)c1ccc(C(=O)OC(C)(C)C)cc1. The product is Cc1cccc(Oc2ncc(Cl)cc2C(=O)NC(C)c2ccc(C(=O)OC(C)(C)C)cc2)c1. RXN SMILES: [CH3:27][c:28]1[cH:29][cH:30][cH:31][c:32]([OH:33])[cH:34]1.[Cl:1][c:2]1[n:3][cH:4][c:5]([Cl:26])[cH:6][c:7]1[C:8](=[O:9])[NH:10][CH:11]([CH3:12])[c:13]1[cH:14][cH:15][c:16]([C:17](=[O:18])[O:19][C:20]([CH3:21])([CH3:22])[CH3:23])[cH:24][cH:25]1>>[c:2]1([O:33][c:32]2[cH:31][cH:30][cH:29][c:28]([CH3:27])[cH:34]2)[n:3][cH:4][c:5]([Cl:26])[cH:6][c:7]1[C:8](=[O:9])[NH:10][CH:11]([CH3:12])[c:13]1[cH:14][cH:15][c:16]([C:17](=[O:18])[O:19][C:20]([CH3:21])([CH3:22])[CH3:23])[cH:24][cH:25]1. Reactants: Nc1ncnc2[nH]c(Sc3cc4c(cc3Br)OCO4)nc12, Clc1ccc(C2(CBr)CCC2)cc1. Product: Nc1ncnc2c1nc(Sc1cc3c(cc1Br)OCO3)n2CC1(c2ccc(Cl)cc2)CCC1. Reaction SMILES: [Br:1][c:2]1[c:3]([S:11][c:12]2[nH:13][c:14]3[n:15][cH:16][n:17][c:18]([NH2:21])[c:19]3[n:20]2)[cH:4][c:5]2[c:6]([cH:10]1)[O:7][CH2:8][O:9]2.[Br:22][CH2:23][C:24]1([c:28]2[cH:29][cH:30][c:31]([Cl:34])[cH:32][cH:33]2)[CH2:25][CH2:26][CH2:27]1>>[Br:1][c:2]1[c:3]([S:11][c:12]2[n:13]([CH2:23][C:24]3([c:28]4[cH:29][cH:30][c:31]([Cl:34])[cH:32][cH:33]4)[CH2:25][CH2:26][CH2:27]3)[c:14]3[n:15][cH:16][n:17][c:18]([NH2:21])[c:19]3[n:20]2)[cH:4][c:5]2[c:6]([cH:10]1)[O:7][CH2:8][O:9]2. Starting materials: C(C)(C)NC(C)C (diisopropylamine), C(CCC)[Li] (n-butyl lithium), C(C)(C)I (isopropyl iodide), O=C1CC2CCOC(N12)(C)C (8-oxo-2,2-dimethyl-3-oxa-1-azabicyclo[4.2.0]octane). Solvent: C1CCOC1 (THF), CCCCCC (hexane), CCOC(=O)C (EtOAc), C1CCOC1 (THF), CN(P(=O)(N(C)C)N(C)C)C (hexamethylphosphoramide). Run at temperature -78 celsius, time 10 minute. The product is O=C1C(C2CCOC(N12)(C)C)C(C)C (8-oxo-2,2-dimethyl-7α-isopropyl-3-oxa-1-azabicyclo[4.2.0]-octane). As a reaction SMILES: [CH:1](NC(C)C)([CH3:3])[CH3:2].C([Li])CCC.[O:13]=[C:14]1[N:21]2[CH:16]([CH2:17][CH2:18][O:19][C:20]2([CH3:23])[CH3:22])[CH2:15]1.C(I)(C)C>CCCCCC.C1COCC1.CCOC(C)=O.CN(C)P(N(C)C)(N(C)C)=O>[O:13]=[C:14]1[N:21]2[CH:16]([CH2:17][CH2:18][O:19][C:20]2([CH3:23])[CH3:22])[CH:15]1[CH:1]([CH3:3])[CH3:2]. Reported procedure: THF, 20 ml is placed under N2, treated with 1.54 ml diisopropylamine and cooled to -78° C. A solution of n-butyl lithium 1.97 M in hexane 5.6 ml is added dropwise over 5 min. The reaction mixture is stirred at -78° C. for 10 min. and then treated with 8-oxo-2,2-dimethyl-3-oxa-1-azabicyclo[4.2.0]octane 1.55 g in 15 ml THF added dropwise over 5 min. After another 10 min. hexamethylphosphoramide 1.97 ml is added. The mixture is stirred another 10 min., then treated with 2 ml of isopropyl iodide. Th... The reactants are C(#N)C1=CC=C(OC(C(=O)O)(C)C)C=C1 (2-(4-cyanophenoxy)-2-methylpropionic acid), compound ( viii ), C([O-])([O-])=O.[K+].[K+] (potassium carbonate), C(C)(=O)OC(C)C (isopropyl acetate), S(O)(O)(=O)=O (Sulfuric acid), COC(OC)OC (trimethylorthoformate). Solvent: CO (methanol). Reaction conditions: time 1.75 hour. Yields the product C(C)(C)OC(C)=O.C(C)(C)CC(C)(C)C (isopropylacetate iso-octane). Yield: 93.0%. Reaction SMILES: [C:1]([C:3]1[CH:15]=CC(OC(C)(C)C(O)=O)=C[CH:4]=1)#N.COC(OC)OC.S(=O)(=O)(O)O.[C:28](=O)([O-])[O-].[K+].[K+].[C:34]([O:37][CH:38]([CH3:40])[CH3:39])(=[O:36])[CH3:35]>CO>[CH:38]([O:37][C:34](=[O:36])[CH3:35])([CH3:40])[CH3:39].[CH:3]([CH2:15][C:38]([CH3:39])([CH3:40])[CH3:28])([CH3:4])[CH3:1] |f:3.4.5,8.9|. Reported procedure: Suitable reaction conditions are: 2-(4-cyanophenoxy)-2-methylpropionic acid (or compound (viii)) (1 wt) was dissolved in methanol and trimethylorthoformate (TMOF, 1 vol) with stirring under nitrogen1. Sulfuric acid (98%, 0.08 vol, 0.32 eq) was then added, and the mixture was heated to reflux with HPLC monitoring. The reaction was typically complete after approx 1.5-2 hrs at reflux. The batch was cooled, and added to a stirred suspension of potassium carbonate (0.65 eq) in isopropyl acetate and t... The reactants are CC(C)(C)[O-], CN(C)C=O, CCOC(=O)C(=O)NS(=O)(=O)Cc1nc(-c2ccc(Cl)c(Cl)c2)cs1, [K+], O. Yields the product O=C1NS(=O)(=O)C(c2nc(-c3ccc(Cl)c(Cl)c3)cs2)=C1O. RXN SMILES: [CH3:26][C:27]([CH3:28])([O-:29])[CH3:30].[CH3:32][N:33]([CH3:34])[CH:35]=[O:36].[Cl:1][c:2]1[cH:3][c:4](-[c:9]2[n:10][c:11]([CH2:14][S:15](=[O:16])(=[O:17])[NH:18][C:19]([C:20](=[O:21])[O:22][CH2:23][CH3:24])=[O:25])[s:12][cH:13]2)[cH:5][cH:6][c:7]1[Cl:8].[K+:31].[OH2:37]>>[Cl:1][c:2]1[cH:3][c:4](-[c:9]2[n:10][c:11]([C:14]3=[C:20]([OH:21])[C:19](=[O:25])[NH:18][S:15]3(=[O:16])=[O:17])[s:12][cH:13]2)[cH:5][cH:6][c:7]1[Cl:8]. Product: ClC1=CC=C2C(=CN(C2=C1)CC(N1CCNCC1)=O)C(=O)N1CCC2(CC1)OC(C1=C2C=CC(=C1)F)=O (1′-{[6-Chloro-1-(2-oxo-2-piperazin-1-ylethyl)-1H-indol-3-yl]carbonyl}-5-fluoro-3H-spiro[2-benzofuran-1,4′-piperidin]-3-one). Reported procedure: Following the general procedure V as described hereinabove, the alkylation of 1′-[(6-chloro-1H-indol-3-yl)carbonyl]-5-fluoro-3H-spiro[2-benzofuran-1,4′-piperidin]-3-one (the preparation of which have been described in example 19) with commercially available 4-(2-Chloro-acetyl)-piperazine-1-carboxylic acid tert-butyl ester as electrophile, the title compound was obtained as a white solid after removal of the Boc protecting group under standard conditions (TFA/dichloromethane, room temperature). As a reaction SMILES: [Cl:1][C:2]1[CH:10]=[C:9]2[C:5]([C:6]([C:11]([N:13]3[CH2:18][CH2:17][C:16]4([C:22]5[CH:23]=[CH:24][C:25]([F:27])=[CH:26][C:21]=5[C:20](=[O:28])[O:19]4)[CH2:15][CH2:14]3)=[O:12])=[CH:7][NH:8]2)=[CH:4][CH:3]=1.C(OC([N:36]1[CH2:41][CH2:40][N:39]([C:42](=[O:45])[CH2:43]Cl)[CH2:38][CH2:37]1)=O)(C)(C)C>>[Cl:1][C:2]1[CH:10]=[C:9]2[C:5]([C:6]([C:11]([N:13]3[CH2:18][CH2:17][C:16]4([C:22]5[CH:23]=[CH:24][C:25]([F:27])=[CH:26][C:21]=5[C:20](=[O:28])[O:19]4)[CH2:15][CH2:14]3)=[O:12])=[CH:7][N:8]2[CH2:43][C:42](=[O:45])[N:39]2[CH2:40][CH2:41][NH:36][CH2:37][CH2:38]2)=[CH:4][CH:3]=1. Reactants: ClC1=CC=C2C(=CNC2=C1)C(=O)N1CCC2(CC1)OC(C1=C2C=CC(=C1)F)=O (1′-[(6-chloro-1H-indol-3-yl)carbonyl]-5-fluoro-3H-spiro[2-benzofuran-1,4′-piperidin]-3-one), C(C)(C)(C)OC(=O)N1CCN(CC1)C(CCl)=O (4-(2-Chloro-acetyl)-piperazine-1-carboxylic acid tert-butyl ester).